Task: describe an organic reaction: reactants, conditions, products, and yield. Dataset: the Open Reaction Database (ORD), a public repository of structured organic reaction records Reactants: CCOC(=O)/N=N/C(=O)OCC (Diethylazodicarboxylate), C(C1=CC=CC=C1)OC(CCCCCCCCCCCO)=O (12-Hydroxydodecanoic acid benzyl ester), C1(=CC=CC=C1)P(C1=CC=CC=C1)C1=CC=CC=C1 (triphenylphosphine), ON1C(C=2C(C1=O)=CC=CC2)=O (N-hydroxyphthalimide). Run in C1CCOC1 (THF), CCCCCC.C(C)OC(C)=O (hexane ethylacetate). Product: C1(=CC=CC=C1)P(C1=CC=CC=C1)(C1=CC=CC=C1)=O (triphenylphosphine oxide). RXN SMILES: CC[O:3]C(/N=N/C(OCC)=O)=O.C(OC(=O)CCCCCCCCCCCO)C1C=CC=CC=1.[C:35]1([P:41]([C:48]2[CH:53]=[CH:52][CH:51]=[CH:50][CH:49]=2)[C:42]2[CH:47]=[CH:46][CH:45]=[CH:44][CH:43]=2)[CH:40]=[CH:39][CH:38]=[CH:37][CH:36]=1.ON1C(=O)C2=CC=CC=C2C1=O>C1COCC1.CCCCCC.C(OC(=O)C)C>[C:48]1([P:41](=[O:3])([C:35]2[CH:36]=[CH:37][CH:38]=[CH:39][CH:40]=2)[C:42]2[CH:47]=[CH:46][CH:45]=[CH:44][CH:43]=2)[CH:49]=[CH:50][CH:51]=[CH:52][CH:53]=1 |f:5.6|. Procedure details: Diethylazodicarboxylate (DEAD, 16.96 ml, 107.7 mmol) was added dropwise to the mixture of 12-Hydroxydodecanoic acid benzyl ester (21 g, 71.8 mmol), triphenylphosphine (28.29 g, 107.7 mmol) and N-hydroxyphthalimide (12.88 g, 78.98 mmol) in absolute THF (250 ml) at −20°-−30° C. under stirring. The reaction mixture was stirred at this temperature for additional 2-3 h, after which time TLC (hexane-ethylacetate 3:1) indicated reaction completion. The solvent was removed in vacuo and the residue was t... Reactants: C(C)(C)(C)[Si](O[C@@H]1CC[C@H](CC1)N1C(N(CC=2C1=NC(=NC2)Cl)C2=CC=C(C=C2)OC)=O)(C)C (1-[trans-4-(tert-butyl-dimethyl-silanyloxy)-cyclohexyl]-7-chloro-3-(4-methoxy-phenyl)-3,4-dihydro-1H-pyrimido[4,5-d]pyrimidin-2-one), COC1=CC=C(C=C1)N (p-anisidine). The solvent is CC(C)O (2-propanol). Reaction conditions: temperature 160 celsius. Yields the product C(C)(C)(C)[Si](O[C@@H]1CC[C@H](CC1)N1C(N(CC=2C1=NC(=NC2)NC2=CC=C(C=C2)OC)C2=CC=C(C=C2)OC)=O)(C)C (1-[trans-4-(tert-butyl-dimethyl-silanyloxy)-cyclohexyl]-3-(4-methoxy-phenyl)-7-(4-methoxy-phenylamino)-3,4-dihydro-1H-pyrimido[4,5-d]pyrimidin-2-one). RXN SMILES: [C:1]([Si:5]([CH3:34])([CH3:33])[O:6][C@H:7]1[CH2:12][CH2:11][C@H:10]([N:13]2[C:18]3=[N:19][C:20](Cl)=[N:21][CH:22]=[C:17]3[CH2:16][N:15]([C:24]3[CH:29]=[CH:28][C:27]([O:30][CH3:31])=[CH:26][CH:25]=3)[C:14]2=[O:32])[CH2:9][CH2:8]1)([CH3:4])([CH3:3])[CH3:2].[CH3:35][O:36][C:37]1[CH:42]=[CH:41][C:40]([NH2:43])=[CH:39][CH:38]=1>CC(O)C>[C:1]([Si:5]([CH3:34])([CH3:33])[O:6][C@H:7]1[CH2:12][CH2:11][C@H:10]([N:13]2[C:18]3=[N:19][C:20]([NH:43][C:40]4[CH:41]=[CH:42][C:37]([O:36][CH3:35])=[CH:38][CH:39]=4)=[N:21][CH:22]=[C:17]3[CH2:16][N:15]([C:24]3[CH:29]=[CH:28][C:27]([O:30][CH3:31])=[CH:26][CH:25]=3)[C:14]2=[O:32])[CH2:9][CH2:8]1)([CH3:4])([CH3:3])[CH3:2]. Reported procedure: A mixture of 1-[trans-4-(tert-butyl-dimethyl-silanyloxy)-cyclohexyl]-7-chloro-3-(4-methoxy-phenyl)-3,4-dihydro-1H-pyrimido[4,5-d]pyrimidin-2-one (0.20 g, 0.40 mmol) (from Example 19a supra) and p-anisidine (63.6 mg, 0.52 mmol) (Aldrich) in 2-propanol (4 mL) was placed in a microwave reactor (SmithSynthesizer™). The reaction mixture was heated at 160° C. for 10 minutes. After cooling, it was concentrated under reduced pressure. The residue was purified by flash chromatography eluting with ethyl a... The reactants are C[Si](C)(C)N=C=O, Cl, C1COCCO1, O, ONCc1ccc(OCCc2noc(-c3ccccc3)n2)cc1. The product is NC(=O)N(O)Cc1ccc(OCCc2noc(-c3ccccc3)n2)cc1. RXN SMILES: [CH3:24][Si:25]([CH3:26])([CH3:27])[N:28]=[C:29]=[O:30].[ClH:32].[O:33]1[CH2:34][CH2:35][O:36][CH2:37][CH2:38]1.[OH2:31].[c:1]1(-[c:7]2[n:8][c:9]([CH2:12][CH2:13][O:14][c:15]3[cH:16][cH:17][c:18]([CH2:19][NH:20][OH:21])[cH:22][cH:23]3)[n:10][o:11]2)[cH:2][cH:3][cH:4][cH:5][cH:6]1>>[c:1]1(-[c:7]2[n:8][c:9]([CH2:12][CH2:13][O:14][c:15]3[cH:16][cH:17][c:18]([CH2:19][N:20]([OH:21])[C:29]([NH2:28])=[O:30])[cH:22][cH:23]3)[n:10][o:11]2)[cH:2][cH:3][cH:4][cH:5][cH:6]1. Reactants: COCCl, CCN(C(C)C)C(C)C, ClCCl, Oc1ccc2c(c1)OCO2. The product is COCOc1ccc2c(c1)OCO2. As a reaction SMILES: [CH3:20][O:21][CH2:22][Cl:23].[CH:11]([N:12]([CH:13]([CH3:14])[CH3:15])[CH2:16][CH3:17])([CH3:18])[CH3:19].[Cl:24][CH2:25][Cl:26].[O:1]1[CH2:2][O:3][c:4]2[c:5]1[cH:6][cH:7][c:8]([OH:10])[cH:9]2>>[O:1]1[CH2:2][O:3][c:4]2[c:5]1[cH:6][cH:7][c:8]([O:10][CH2:22][O:21][CH3:20])[cH:9]2. The reactants are C1(=CC=CC=C1)C(N)C(=O)O (alpha-phenylglycine), O (water), C1(=CC=C(C=C1)S(=O)(=O)O)C (p-toluene sulphonic acid), COC1OC(CC1)OC (2,5-dimethoxytetrahydrofuran). Solvent: CN(C=O)C (dimethylformamide). Run at time 60 minute. Product: N1(C=CC=C1)C(C(=O)O)C1=CC=CC=C1 (alpha-(N-pyrrolyl)-phenylacetic acid). Reaction SMILES: [C:1]1([CH:7]([C:9]([OH:11])=[O:10])[NH2:8])[CH:6]=[CH:5][CH:4]=[CH:3][CH:2]=1.[C:12]1(C)[CH:17]=CC(S(O)(=O)=O)=[CH:14][CH:13]=1.COC1CCC(OC)O1.O>CN(C)C=O>[N:8]1([CH:7]([C:1]2[CH:6]=[CH:5][CH:4]=[CH:3][CH:2]=2)[C:9]([OH:11])=[O:10])[CH:14]=[CH:13][CH:12]=[CH:17]1. Procedure: 15.1 g (0.1 mole) of alpha-phenylglycine were resuspended in 450 ml of dimethylformamide, followed by the addition of 15 g of p-toluene sulphonic acid and 13.2 g (0.1 mole) of 2,5-dimethoxytetrahydrofuran. The mixture was heated to boiling, and at about 95° C. all the solid product was dissolved, the boiling temperature being held for about 60 minutes. After this time, the mixture was cooled, 400 ml of cold water were added and the total mixture was cooled to between 0°-5° C. The mixture was ext... The reactants are CCN(CC)CC(CO)Cc1ccccc1, [Cl-], Oc1ccccc1. Product: CCN(CC)CC(COc1ccccc1)Cc1ccccc1, Cl. As a reaction SMILES: [CH2:1]([c:2]1[cH:3][cH:4][cH:5][cH:6][cH:7]1)[CH:8]([CH2:9][OH:10])[CH2:11][N:12]([CH2:13][CH3:14])[CH2:15][CH3:16].[Cl-:17].[OH:18][c:19]1[cH:20][cH:21][cH:22][cH:23][cH:24]1>>[CH2:1]([c:2]1[cH:3][cH:4][cH:5][cH:6][cH:7]1)[CH:8]([CH2:9][O:10][c:19]1[cH:20][cH:21][cH:22][cH:23][cH:24]1)[CH2:11][N:12]([CH2:13][CH3:14])[CH2:15][CH3:16].[ClH:17]. Reactants: ClC=CCl (1,2-dichloroethylene), organometallic, ClC=CCl (1,2-dichloroethylene), [Li]CCCC (n-BuLi), N#N (N2), CC([C@H]1CC[C@H]2[C@@H]3CC[C@@H]4CC(CC[C@]4(C)[C@H]3CC[C@]12C)=O)=O (5β-pregnan-3,20-dione), 20-ketal. The solvent is C1CCOC1 (THF), C1CCOC1 (THF). Run at temperature -10 celsius, time 20 minute. Yields the product ClC#C[C@@]1(C[C@H]2CC[C@H]3[C@@H]4CC[C@H](C(C)=O)[C@]4(CC[C@@H]3[C@]2(CC1)C)C)O (3β-chloroethynyl-3α-hydroxy-5β-pregnan-20-one). As a reaction SMILES: [Cl:1][CH:2]=[CH:3]Cl.N#N.[Li]CCCC.[CH3:12][C:13](=[O:34])[C@@H:14]1[C@:31]2([CH3:32])[C@H:17]([C@H:18]3[C@H:28]([CH2:29][CH2:30]2)[C@:26]2([CH3:27])[C@@H:21]([CH2:22][C:23](=[O:33])[CH2:24][CH2:25]2)[CH2:20][CH2:19]3)[CH2:16][CH2:15]1>C1COCC1>[Cl:1][C:2]#[C:3][C@@:23]1([OH:33])[CH2:24][CH2:25][C@@:26]2([CH3:27])[C@H:21]([CH2:20][CH2:19][C@@H:18]3[C@@H:28]2[CH2:29][CH2:30][C@@:31]2([CH3:32])[C@H:17]3[CH2:16][CH2:15][C@@H:14]2[C:13](=[O:34])[CH3:12])[CH2:22]1. Procedure details: An attempt was also made to prepare the organometallic reagent with 1,2-dichloroethylene. A 100 mL three-neck flask equipped with a N2 gas bubbler, a thermometer, and a dropping funnel was charged with 1,2-dichloroethylene (cis, Aldrich, 0.16 mL, 2 mmol, mw=97, d=1.28). Dry THF (7 mL) was added, and the solution was cooled to -10° C., n-BuLi (2.5M in THF, 1.6 mL, 4 mmol) was added dropwise over a period of 10 min. The mixture was stirred at -30° C. for 20 min and then at 0°-5° C. for 10 more min... The reactants are O=C([O-])[O-], COC(=O)c1c[nH]c2ccccc12, CN(C)C=O, COC(=O)OC, [K+], [K+], O. The product is COC(=O)c1cn(C)c2ccccc12. Reaction SMILES: [C:14](=[O:15])([O-:16])[O-:17].[CH3:1][O:2][C:3](=[O:4])[c:5]1[cH:6][nH:7][c:8]2[cH:9][cH:10][cH:11][cH:12][c:13]12.[CH3:20][N:21]([CH3:22])[CH:23]=[O:24].[CH3:25][O:26][C:27]([O:28][CH3:29])=[O:30].[K+:18].[K+:19].[OH2:31]>>[CH3:1][O:2][C:3](=[O:4])[c:5]1[cH:6][n:7]([CH3:14])[c:8]2[cH:9][cH:10][cH:11][cH:12][c:13]12. Starting materials: Cc1ccccc1, CCOC(C)=O, CCCCCC, OCCSCCOC(c1ccc(Cl)cc1)c1ccc(Cl)cc1, CCOC(=O)N=NC(=O)OCC, COC(=O)CCc1ccc(O)cc1, c1ccc(P(c2ccccc2)c2ccccc2)cc1, O=P(c1ccccc1)(c1ccccc1)c1ccccc1, c1ccccc1. The product is COC(=O)CCc1ccc(OCCSCCOC(c2ccc(Cl)cc2)c2ccc(Cl)cc2)cc1. Reaction SMILES: [CH3:105][c:106]1[cH:107][cH:108][cH:109][cH:110][cH:111]1.[CH3:93][CH2:94][O:95][C:96](=[O:97])[CH3:98].[CH3:99][CH2:100][CH2:101][CH2:102][CH2:103][CH3:104].[Cl:14][c:15]1[cH:16][cH:17][c:18]([CH:21]([O:22][CH2:23][CH2:24][S:25][CH2:26][CH2:27][OH:28])[c:29]2[cH:30][cH:31][c:32]([Cl:35])[cH:33][cH:34]2)[cH:19][cH:20]1.[O:55]=[C:56]([O:57][CH2:58][CH3:59])[N:60]=[N:61][C:62]([O:63][CH2:64][CH3:65])=[O:66].[OH:1][c:2]1[cH:3][cH:4][c:5]([CH2:8][CH2:9][C:10](=[O:11])[O:12][CH3:13])[cH:6][cH:7]1.[c:36]1([P:37]([c:38]2[cH:39][cH:40][cH:41][cH:42][cH:43]2)[c:44]2[cH:45][cH:46][cH:47][cH:48][cH:49]2)[cH:50][cH:51][cH:52][cH:53][cH:54]1.[c:67]1([P:68](=[O:69])([c:70]2[cH:71][cH:72][cH:73][cH:74][cH:75]2)[c:76]2[cH:77][cH:78][cH:79][cH:80][cH:81]2)[cH:82][cH:83][cH:84][cH:85][cH:86]1.[cH:87]1[cH:88][cH:89][cH:90][cH:91][cH:92]1>>[O:1]([c:2]1[cH:3][cH:4][c:5]([CH2:8][CH2:9][C:10](=[O:11])[O:12][CH3:13])[cH:6][cH:7]1)[CH2:27][CH2:26][S:25][CH2:24][CH2:23][O:22][CH:21]([c:18]1[cH:17][cH:16][c:15]([Cl:14])[cH:20][cH:19]1)[c:29]1[cH:30][cH:31][c:32]([Cl:35])[cH:33][cH:34]1. Starting materials: Cl.Cl.C(C)OC(CC=1C=NC=C(C1)C1=C(C=C(C=C1)C(F)(F)F)CNCC)=O ([5-(2-Ethylaminomethyl-4-trifluoromethyl-phenyl)-pyridin-3-yl]-acetic acid ethyl ester, dihydrochloride), C(C)OC1=NC(=NC(=C1)OCC)CC(=O)O ((4,6-diethoxy-pyrimidin-2-yl)-acetic acid). Yields the product C(C)OC(CC=1C=NC=C(C1)C1=C(C=C(C=C1)C(F)(F)F)CN(CC)C(CC1=NC(=CC(=N1)OCC)OCC)=O)=O ({5-[2-({N-[2-(4,6-diethoxy-pyrimidin-2-yl)-acetyl]-N-ethyl-amino}-methyl)-4-trifluoromethyl-phenyl]-pyridin-3-yl}-acetic acid ethyl ester). Reaction SMILES: Cl.Cl.[CH2:3]([O:5][C:6](=[O:28])[CH2:7][C:8]1[CH:9]=[N:10][CH:11]=[C:12]([C:14]2[CH:19]=[CH:18][C:17]([C:20]([F:23])([F:22])[F:21])=[CH:16][C:15]=2[CH2:24][NH:25][CH2:26][CH3:27])[CH:13]=1)[CH3:4].[CH2:29]([O:31][C:32]1[CH:37]=[C:36]([O:38][CH2:39][CH3:40])[N:35]=[C:34]([CH2:41][C:42](O)=[O:43])[N:33]=1)[CH3:30]>>[CH2:3]([O:5][C:6](=[O:28])[CH2:7][C:8]1[CH:9]=[N:10][CH:11]=[C:12]([C:14]2[CH:19]=[CH:18][C:17]([C:20]([F:21])([F:23])[F:22])=[CH:16][C:15]=2[CH2:24][N:25]([C:42](=[O:43])[CH2:41][C:34]2[N:35]=[C:36]([O:38][CH2:39][CH3:40])[CH:37]=[C:32]([O:31][CH2:29][CH3:30])[N:33]=2)[CH2:26][CH3:27])[CH:13]=1)[CH3:4] |f:0.1.2|. Procedure details: [5-(2-Ethylaminomethyl-4-trifluoromethyl-phenyl)-pyridin-3-yl]-acetic acid ethyl ester, dihydrochloride and (4,6-diethoxy-pyrimidin-2-yl)-acetic acid were reacted as described in Example 8, Step 6 to provide {5-[2-({N-[2-(4,6-diethoxy-pyrimidin-2-yl)-acetyl]-N-ethyl-amino}-methyl)-4-trifluoromethyl-phenyl]-pyridin-3-yl}-acetic acid ethyl ester.